Dataset: the Open Reaction Database (ORD), a public repository of structured organic reaction records. Task: describe an organic reaction: reactants, conditions, products, and yield The reactants are BrC1=CC2=C(C(=N1)OC[C@@H]1CC(NC1)=O)N(C=N2)C2CC2 ((R)-4-(((6-bromo-3-cyclopropyl-3H-imidazo[4,5-c]pyridin-4-yl)oxy)methyl)pyrrolidin-2-one), O (water), O1CC(C1)N1CCN(CC1)C1=CC=C(C=C1)B1OC(C(O1)(C)C)(C)C (1-(oxetan-3-yl)-4-(4-(4,4,5,5-tetramethyl-1,3,2-dioxaborolan-2-yl)phenyl)piperazine), C([O-])([O-])=O.[Cs+].[Cs+] (Cesium Carbonate). The reagents and catalysts are PEPPSI″-IPr. The solvent is O1CCOCC1 (dioxane). Yields the product C1(CC1)N1C=NC2=C1C(=NC(=C2)C2=CC=C(C=C2)N2CCN(CC2)C2COC2)OC[C@@H]2CC(NC2)=O ((R)-4-(((3-cyclopropyl-6-(4-(4-(oxetan-3-yl)piperazin-1-yl)phenyl)-3H-imidazo[4,5-c]pyridin-4-yl)oxy)methyl)pyrrolidin-2-one). RXN SMILES: Br[C:2]1[N:7]=[C:6]([O:8][CH2:9][C@H:10]2[CH2:14][NH:13][C:12](=[O:15])[CH2:11]2)[C:5]2[N:16]([CH:19]3[CH2:21][CH2:20]3)[CH:17]=[N:18][C:4]=2[CH:3]=1.[O:22]1[CH2:25][CH:24]([N:26]2[CH2:31][CH2:30][N:29]([C:32]3[CH:37]=[CH:36][C:35](B4OC(C)(C)C(C)(C)O4)=[CH:34][CH:33]=3)[CH2:28][CH2:27]2)[CH2:23]1.C(=O)([O-])[O-].[Cs+].[Cs+].O>O1CCOCC1>[CH:19]1([N:16]2[C:5]3[C:6]([O:8][CH2:9][C@H:10]4[CH2:14][NH:13][C:12](=[O:15])[CH2:11]4)=[N:7][C:2]([C:35]4[CH:36]=[CH:37][C:32]([N:29]5[CH2:30][CH2:31][N:26]([CH:24]6[CH2:25][O:22][CH2:23]6)[CH2:27][CH2:28]5)=[CH:33][CH:34]=4)=[CH:3][C:4]=3[N:18]=[CH:17]2)[CH2:21][CH2:20]1 |f:2.3.4|. Reported procedure: (R)-4-(((6-bromo-3-cyclopropyl-3H-imidazo[4,5-c]pyridin-4-yl)oxy)methyl)pyrrolidin-2-one (50 mg, 0.14 mmol), 1-(oxetan-3-yl)-4-(4-(4,4,5,5-tetramethyl-1,3,2-dioxaborolan-2-yl)phenyl)piperazine (63.28 mg, 0.18 mmol), Cesium Carbonate (137.18 mg, 0.42 mmol), & PEPPSI″-IPr catalyst (20 mg, 0.03 mmol) were taken up in dioxane (4 ml) and water (1 mL) and heated in a sealed tube at 100° C. for 45 minutes. Reaction was then chromatographed in silica gel 0-30% DCM/MeOH providing 94 mg of (R)-4-(((3-cycl...